From a dataset of the Open Reaction Database (ORD), a public repository of structured organic reaction records. describe an organic reaction: reactants, conditions, products, and yield Starting materials: [BH4-].[Na+] (Sodium borohydride), FC=1C=C(C=CC1F)C1N2C(CCC2CC(C1)=O)=O (5-(3,4-difluorophenyl)hexahydroindolizine-3,7-dione), ice water. Run in C(C)O (ethanol). Reaction conditions: time 1 hour. Yields the product FC=1C=C(C=CC1F)C1N2C(CCC2CC(C1)O)=O (5-(3,4-difluorophenyl)-7-hydroxyhexahydroindolizin-3-one). As a reaction SMILES: [BH4-].[Na+].[F:3][C:4]1[CH:5]=[C:6]([CH:11]2[CH2:19][C:18](=[O:20])[CH2:17][CH:16]3[N:12]2[C:13](=[O:21])[CH2:14][CH2:15]3)[CH:7]=[CH:8][C:9]=1[F:10]>C(O)C>[F:3][C:4]1[CH:5]=[C:6]([CH:11]2[CH2:19][CH:18]([OH:20])[CH2:17][CH:16]3[N:12]2[C:13](=[O:21])[CH2:14][CH2:15]3)[CH:7]=[CH:8][C:9]=1[F:10] |f:0.1|. Procedure details: Sodium borohydride (644 mg) was added to a solution of 5-(3,4-difluorophenyl)hexahydroindolizine-3,7-dione obtained above (1.4 g) in ethanol (20 mL) at room temperature, and the reaction solution was stirred for one hour. The reaction solution was added to ice water, followed by extraction with ethyl acetate. The extract was washed with brine, dried over anhydrous magnesium sulfate, and then concentrated under reduced pressure to obtain 1.5 g of the title compound. The property value of the comp... Starting materials: IC1=C(C=CC=C1)C(C#N)C (rac-2-(2-iodo-phenyl)-propionitrile), C(CN)N (ethylene diamine). Yields the product IC1=C(C=CC=C1)C(C)C=1NCCN1 (rac-2-[1-(2-Iodo-phenyl)-ethyl]-4,5-dihydro-1H-imidazole). Reaction SMILES: [I:1][C:2]1[CH:7]=[CH:6][CH:5]=[CH:4][C:3]=1[CH:8]([CH3:11])[C:9]#[N:10].[CH2:12](N)[CH2:13][NH2:14]>>[I:1][C:2]1[CH:7]=[CH:6][CH:5]=[CH:4][C:3]=1[CH:8]([C:9]1[NH:14][CH2:13][CH2:12][N:10]=1)[CH3:11]. Procedure details: rac-2-[1-(2-Iodo-phenyl)-ethyl]-4,5-dihydro-1H-imidazole was prepared from rac-2-(2-iodo-phenyl)-propionitrile and ethylene diamine in analogy to Example 19 b): white solid; MS (EI): 301.0 ((M+H)+.). The reactants are [Cl-].ClC[N+](CCCC(=O)OC)(C)C (N-(chloromethyl)-4-methoxy-N,N-dimethyl-4-oxobutan-1-aminium chloride). Solvent: O (water). Product: ClC[N+](CCCC(=O)[O-])(C)C (4-[(chloromethyl)(dimethyl)ammonio]butanoate). Isolated yield 90.6%. Reaction SMILES: [Cl-].[Cl:2][CH2:3][N+:4]([CH3:13])([CH3:12])[CH2:5][CH2:6][CH2:7][C:8]([O:10]C)=[O:9]>O>[Cl:2][CH2:3][N+:4]([CH3:13])([CH3:12])[CH2:5][CH2:6][CH2:7][C:8]([O-:10])=[O:9] |f:0.1|. Procedure: A solution of N-(chloromethyl)-4-methoxy-N,N-dimethyl-4-oxobutan-1-aminium chloride (5) (2.39 g, 10.38 mmol) in water (10 ml) was passed through Amberlite® IRA-410 (OH) ion exchange resin column (100 ml) slowly (ca. 0.5 ml/min) eluting with water. To the eluate Dowex® 50WX8 ion exchange resin by small portions was added until the pH of the medium of the initial 9.5 was decreased up to 6.8-7.0 (pH control by a pH-meter). The reaction mixture was filtered, evaporated, and the residue was azeotropi... Reactants: CCOC(C)=O, O=C(Cl)Cl, Nc1nc2cc(Cl)c(Cl)cc2s1. Product: O=C=Nc1nc2cc(Cl)c(Cl)cc2s1. As a reaction SMILES: [CH3:17][CH2:18][O:19][C:20](=[O:21])[CH3:22].[Cl:1][C:2]([Cl:3])=[O:4].[NH2:5][c:6]1[s:7][c:8]2[c:9]([n:10]1)[cH:11][c:12]([Cl:16])[c:13]([Cl:15])[cH:14]2>>[C:2](=[O:4])=[N:5][c:6]1[s:7][c:8]2[c:9]([n:10]1)[cH:11][c:12]([Cl:16])[c:13]([Cl:15])[cH:14]2. Starting materials: BrBr (Bromine), ClC=1C=C(C=CC1Cl)C1(CCC1)C(CCCOC)=O (1-[1-(3,4-dichlorophenyl)cyclobutyl]-4-methoxybutan-1-one), BrBr (bromine). The solvent is CCOCC (ether). Conditions: time 1 hour. The product is BrC(C(=O)C1(CCC1)C1=CC(=C(C=C1)Cl)Cl)CCOC (2-bromo-1-[1-(3,4-dichlorophenyl)cyclobutyl]-4-methoxybutan-1-one). RXN SMILES: [Br:1]Br.[Cl:3][C:4]1[CH:5]=[C:6]([C:11]2([C:15](=[O:21])[CH2:16][CH2:17][CH2:18][O:19][CH3:20])[CH2:14][CH2:13][CH2:12]2)[CH:7]=[CH:8][C:9]=1[Cl:10]>CCOCC>[Br:1][CH:16]([CH2:17][CH2:18][O:19][CH3:20])[C:15]([C:11]1([C:6]2[CH:7]=[CH:8][C:9]([Cl:10])=[C:4]([Cl:3])[CH:5]=2)[CH2:12][CH2:13][CH2:14]1)=[O:21]. Procedure details: Bromine (0.35 ml) was added dropwise over 20 minutes at ambient temperature to a stirred solution of 1-[1-(3,4-dichlorophenyl)cyclobutyl]-4-methoxybutan-1-one (2 g) in ether (40 ml). After the addition was complete and the bromine colour had dissipated, the mixture was stirred at ambient temperature for a further 1 hour then it was washed with water (30 ml), saturated aqueous sodium hydrogen carbonate solution (2×30 ml) and water (30 ml), dried (MgSO4), and the solvent removed in vacuo to give 2... The reactants are CC(C)O, Cl, Nc1c(C(=O)O)cnn1-c1ncc(Cl)cc1Cl, O. Yields the product Nc1ccnn1-c1ncc(Cl)cc1Cl. As a reaction SMILES: [CH:19]([OH:20])([CH3:21])[CH3:22].[ClH:18].[NH2:1][c:2]1[c:3]([C:15]([OH:16])=[O:17])[cH:4][n:5][n:6]1-[c:7]1[n:8][cH:9][c:10]([Cl:14])[cH:11][c:12]1[Cl:13].[OH2:23]>>[NH2:1][c:2]1[cH:3][cH:4][n:5][n:6]1-[c:7]1[n:8][cH:9][c:10]([Cl:14])[cH:11][c:12]1[Cl:13]. Starting materials: BrC=1C=C(C2=C(OC(O2)(C2=CC=CC=C2)C2=CC=CC=C2)C1)C(=O)OC (Methyl 6-bromo-2,2-diphenyl-1,3-benzodioxole-4-carboxylate), BrC=1SC=CN1 (2-bromo-thiazole), C(=O)([O-])[O-].[K+].[K+] (K2CO3), B1(OC(C(O1)(C)C)(C)C)B2OC(C(O2)(C)C)(C)C (bis(pinacolato)diboron), CC(=O)[O-].[K+] (KOAc). The reagents and catalysts are C=1C=CC(=CC1)[P](C=2C=CC=CC2)(C=3C=CC=CC3)[Pd]([P](C=4C=CC=CC4)(C=5C=CC=CC5)C=6C=CC=CC6)([P](C=7C=CC=CC7)(C=8C=CC=CC8)C=9C=CC=CC9)[P](C=1C=CC=CC1)(C=1C=CC=CC1)C=1C=CC=CC1 (Pd(PPh3)4). Yields the product C1(=CC=CC=C1)C1(OC2=C(O1)C=C(C=C2C(=O)OC)C=2SC=CN2)C2=CC=CC=C2 (Methyl 2,2-diphenyl-6-thiazol-2-yl-1,3-benzodioxole-4-carboxylate). Reaction SMILES: Br[C:2]1[CH:3]=[C:4]([C:23]([O:25][CH3:26])=[O:24])[C:5]2[O:9][C:8]([C:16]3[CH:21]=[CH:20][CH:19]=[CH:18][CH:17]=3)([C:10]3[CH:15]=[CH:14][CH:13]=[CH:12][CH:11]=3)[O:7][C:6]=2[CH:22]=1.B1(B2OC(C)(C)C(C)(C)O2)OC(C)(C)C(C)(C)O1.CC([O-])=O.[K+].Br[C:51]1[S:52][CH:53]=[CH:54][N:55]=1.C([O-])([O-])=O.[K+].[K+]>C1C=CC([P]([Pd]([P](C2C=CC=CC=2)(C2C=CC=CC=2)C2C=CC=CC=2)([P](C2C=CC=CC=2)(C2C=CC=CC=2)C2C=CC=CC=2)[P](C2C=CC=CC=2)(C2C=CC=CC=2)C2C=CC=CC=2)(C2C=CC=CC=2)C2C=CC=CC=2)=CC=1>[C:10]1([C:8]2([C:16]3[CH:21]=[CH:20][CH:19]=[CH:18][CH:17]=3)[O:7][C:6]3[CH:22]=[C:2]([C:51]4[S:52][CH:53]=[CH:54][N:55]=4)[CH:3]=[C:4]([C:23]([O:25][CH3:26])=[O:24])[C:5]=3[O:9]2)[CH:15]=[CH:14][CH:13]=[CH:12][CH:11]=1 |f:2.3,5.6.7,^1:65,67,86,105|. Procedure details: Methyl 6-bromo-2,2-diphenyl-1,3-benzodioxole-4-carboxylate (250 mg, 0.608 mmol, 1 eq.) Pd(PPh3)4 (70 mg, 0.06 mmol, 0.1 eq.), bis(pinacolato)diboron (200 mg, 0.79 mmol, 1.3 eq.) and KOAc (90 mg, 0.912 mmol, 1.5 eq.), then Pd(PPh3)4 (70 mg, 0.06 mmol, 0.1 eq.), 2-bromo-thiazole (110 mg, 0.67 mmol, 1.1 eq.) and K2CO3 (420 mg, 3.04 mmol, 5 eq.) were used according to GP6 to yield the title product as a colorless solid. Reactants: CCO, CCOC(=O)Cc1c(-c2ccc(Cl)cc2)nn(-c2ccccc2)c1Cl, Cl, [Na+], [OH-], O. Product: O=C(O)Cc1c(-c2ccc(Cl)cc2)nn(-c2ccccc2)c1Cl. RXN SMILES: [CH3:26][CH2:27][OH:28].[Cl:1][c:2]1[c:3]([CH2:20][C:21](=[O:22])[O:23][CH2:24][CH3:25])[c:4](-[c:13]2[cH:14][cH:15][c:16]([Cl:19])[cH:17][cH:18]2)[n:5][n:6]1-[c:7]1[cH:8][cH:9][cH:10][cH:11][cH:12]1.[ClH:31].[Na+:30].[OH-:29].[OH2:32]>>[Cl:1][c:2]1[c:3]([CH2:20][C:21](=[O:22])[OH:23])[c:4](-[c:13]2[cH:14][cH:15][c:16]([Cl:19])[cH:17][cH:18]2)[n:5][n:6]1-[c:7]1[cH:8][cH:9][cH:10][cH:11][cH:12]1.